This data is from the Open Reaction Database (ORD), a public repository of structured organic reaction records. The task is: describe an organic reaction: reactants, conditions, products, and yield The reactants are CC(C)(C)O, CC(C)(C)O, CCN(C(C)C)C(C)C, [Cl-], [Cl-], ClCCCl, ClCCCl, FC(F)(F)c1cnc(Cl)nc1Cl, FC(F)(F)c1ncccn1, Nc1cnc2c(c1)CC(=O)N2, [Zn+2]. Product: O=C1Cc2cc(Nc3ncc(C(F)(F)F)c(Cl)n3)cnc2N1. Reaction SMILES: [C:50]([OH:51])([CH3:52])([CH3:53])[CH3:54].[CH3:59][C:60]([OH:61])([CH3:62])[CH3:63].[CH:24]([N:25]([CH:26]([CH3:27])[CH3:28])[CH2:29][CH3:30])([CH3:31])[CH3:32].[Cl-:43].[Cl-:45].[Cl:46][CH2:47][CH2:48][Cl:49].[Cl:55][CH2:56][CH2:57][Cl:58].[F:1][C:2]([c:3]1[c:4]([Cl:10])[n:5][c:6]([Cl:9])[n:7][cH:8]1)([F:11])[F:12].[F:33][C:34]([c:35]1[n:36][cH:37][cH:38][cH:39][n:40]1)([F:41])[F:42].[NH2:13][c:14]1[cH:15][c:16]2[c:17]([n:18][cH:19]1)[NH:20][C:21](=[O:23])[CH2:22]2.[Zn+2:44]>>[F:1][C:2]([c:3]1[c:4]([Cl:10])[n:5][c:6]([NH:13][c:14]2[cH:15][c:16]3[c:17]([n:18][cH:19]2)[NH:20][C:21](=[O:23])[CH2:22]3)[n:7][cH:8]1)([F:11])[F:12]. Starting materials: CCO, CCOC(C)=O, COC(=O)c1ccc2cc(-c3c(Cl)cccc3Cl)[nH]c2c1, Cl, [Na+], [OH-]. The product is O=C(O)c1ccc2cc(-c3c(Cl)cccc3Cl)[nH]c2c1. As a reaction SMILES: [CH3:25][CH2:26][OH:27].[CH3:28][CH2:29][O:30][C:31](=[O:32])[CH3:33].[Cl:1][c:2]1[c:3](-[c:9]2[nH:10][c:11]3[cH:12][c:13]([C:18](=[O:19])[O:20][CH3:21])[cH:14][cH:15][c:16]3[cH:17]2)[c:4]([Cl:8])[cH:5][cH:6][cH:7]1.[ClH:24].[Na+:23].[OH-:22]>>[Cl:1][c:2]1[c:3](-[c:9]2[nH:10][c:11]3[cH:12][c:13]([C:18](=[O:19])[OH:20])[cH:14][cH:15][c:16]3[cH:17]2)[c:4]([Cl:8])[cH:5][cH:6][cH:7]1. The reactants are O=Cc1ccccc1Br, CCCC[Sn](CCCC)(CCCC)c1nc2ccccc2o1, CCCC[Sn](Cl)(CCCC)CCCC, C[Sn](C)(C)Cl, [Pd], c1ccc(P(c2ccccc2)c2ccccc2)cc1, Cc1ccccc1C, c1ccc(P(c2ccccc2)c2ccccc2)cc1, c1ccc(P(c2ccccc2)c2ccccc2)cc1, c1ccc(P(c2ccccc2)c2ccccc2)cc1. Yields the product O=Cc1ccccc1-c1nc2ccccc2o1. RXN SMILES: [Br:42][c:43]1[c:44]([CH:45]=[O:46])[cH:47][cH:48][cH:49][cH:50]1.[CH2:1]([Sn:2]([CH2:3][CH2:4][CH2:5][CH3:15])([c:6]1[o:7][c:8]2[c:9]([n:10]1)[cH:11][cH:12][cH:13][cH:14]2)[CH2:16][CH2:17][CH2:18][CH3:19])[CH2:20][CH2:21][CH3:22].[CH2:23]([Sn:24]([Cl:25])([CH2:26][CH2:27][CH2:28][CH3:29])[CH2:30][CH2:31][CH2:32][CH3:33])[CH2:34][CH2:35][CH3:36].[CH3:37][Sn:38]([Cl:39])([CH3:40])[CH3:41].[Pd:59].[c:117]1([P:118]([c:119]2[cH:120][cH:121][cH:122][cH:123][cH:124]2)[c:125]2[cH:126][cH:127][cH:128][cH:129][cH:130]2)[cH:131][cH:132][cH:133][cH:134][cH:135]1.[c:51]1([CH3:52])[c:53]([CH3:54])[cH:55][cH:56][cH:57][cH:58]1.[c:60]1([P:61]([c:62]2[cH:63][cH:64][cH:65][cH:66][cH:67]2)[c:68]2[cH:69][cH:70][cH:71][cH:72][cH:73]2)[cH:74][cH:75][cH:76][cH:77][cH:78]1.[c:79]1([P:80]([c:81]2[cH:82][cH:83][cH:84][cH:85][cH:86]2)[c:87]2[cH:88][cH:89][cH:90][cH:91][cH:92]2)[cH:93][cH:94][cH:95][cH:96][cH:97]1.[c:98]1([P:99]([c:100]2[cH:101][cH:102][cH:103][cH:104][cH:105]2)[c:106]2[cH:107][cH:108][cH:109][cH:110][cH:111]2)[cH:112][cH:113][cH:114][cH:115][cH:116]1>>[c:6]1(-[c:43]2[c:44]([CH:45]=[O:46])[cH:47][cH:48][cH:49][cH:50]2)[o:7][c:8]2[c:9]([n:10]1)[cH:11][cH:12][cH:13][cH:14]2. Procedure details: 23.2 (35 mg, 0.1 mmol) and 2,4-dichlorobenzenesulfonyl chloride (52 mg, 0.21 mmol) were stirred in pyridine (0.5 mL) at 25° C. for 4 h. The reaction mixture was loaded directly to a prepacked Redisep Column and flash chromatographed (gradient, 0-100% EtOAc in Hexanes) to give the sulfonamide, which was then hydrolyzed in MeOH/THF/water (0.3 mL each) with LiOH (7 mg, 0.3 mmol) at 25° C. for 2 h. Reverse phase HPLC (C18, 10-90% ACN in water with 0.1% TFA as eluant) of the reaction mixture afforded... Run in N1=CC=CC=C1 (pyridine). Product: ClC=1C=C(C=CC1OC=1C(=C2CC(NC2=CC1)=O)NS(=O)(=O)C1=C(C=C(C=C1)Cl)Cl)CC(=O)O (2-(3-Chloro-4-(4-(2,4-dichlorophenylsulfonamido)-2-oxoindolin-5-yloxy)phenyl)acetic acid). As a reaction SMILES: [NH2:1][C:2]1[C:10]([O:11][C:12]2[CH:17]=[CH:16][C:15]([CH2:18][C:19]([O:21]C)=[O:20])=[CH:14][C:13]=2[Cl:23])=[CH:9][CH:8]=[C:7]2[C:3]=1[CH2:4][C:5](=[O:24])[NH:6]2.[Cl:25][C:26]1[CH:31]=[C:30]([Cl:32])[CH:29]=[CH:28][C:27]=1[S:33](Cl)(=[O:35])=[O:34]>N1C=CC=CC=1>[Cl:23][C:13]1[CH:14]=[C:15]([CH2:18][C:19]([OH:21])=[O:20])[CH:16]=[CH:17][C:12]=1[O:11][C:10]1[C:2]([NH:1][S:33]([C:27]2[CH:28]=[CH:29][C:30]([Cl:32])=[CH:31][C:26]=2[Cl:25])(=[O:35])=[O:34])=[C:3]2[C:7](=[CH:8][CH:9]=1)[NH:6][C:5](=[O:24])[CH2:4]2. Reactants: NC1=C2CC(NC2=CC=C1OC1=C(C=C(C=C1)CC(=O)OC)Cl)=O (Methyl 2-(4-(4-amino-2-oxoindolin-5-yloxy)-3-chlorophenyl)acetate), ClC1=C(C=CC(=C1)Cl)S(=O)(=O)Cl (2,4-dichlorobenzenesulfonyl chloride). The reactants are BrC1=CC=C(C=C1)C1=CC=CC=C1 (4-bromobiphenyl), N12CC(C(CC1)CC2)=O (quinuclidin-3-one), [Cl-].[NH4+] (ammonium chloride), [Mg] (magnesium). The reagents and catalysts are BrBr (bromine). The solvent is O1CCCC1 (tetrahydrofuran), O1CCCC1 (tetrahydrofuran). Product: C1(=CC=C(C=C1)C1(CN2CCC1CC2)O)C2=CC=CC=C2 (3-(biphenyl-4-yl)-3-hydroxyquinuclidine). Isolated yield 17.2%. As a reaction SMILES: Br[C:2]1[CH:7]=[CH:6][C:5]([C:8]2[CH:13]=[CH:12][CH:11]=[CH:10][CH:9]=2)=[CH:4][CH:3]=1.[Mg].[N:15]12[CH2:22][CH2:21][CH:18]([CH2:19][CH2:20]1)[C:17](=[O:23])[CH2:16]2.[Cl-].[NH4+]>O1CCCC1.BrBr>[C:5]1([C:8]2[CH:13]=[CH:12][CH:11]=[CH:10][CH:9]=2)[CH:6]=[CH:7][C:2]([C:17]2([OH:23])[CH:18]3[CH2:21][CH2:22][N:15]([CH2:20][CH2:19]3)[CH2:16]2)=[CH:3][CH:4]=1 |f:3.4|. Reported procedure: A solution of 4-bromobiphenyl (11.8 g) in dry tetrahydrofuran (60 ml) and bromine (3 drops) were added to stirred magnesium turnings (1.18 g) and the mixture heated under reflux for 70 minutes. A solution of quinuclidin-3-one (3.65 g) in dry tetrahydrofuran (25 ml) was added dropwise to the mixture at 10° C. and the reaction mixture heated under reflux for 90 minutes. Aqueous ammonium chloride (14 g in 56 ml of water) was added dropwise to the mixture and the mixture extracted with diethyl ether...